Dataset: the Open Reaction Database (ORD), a public repository of structured organic reaction records. Task: describe an organic reaction: reactants, conditions, products, and yield Starting materials: C1(=CC=CC=C1)C (Toluene), C(C1=CC=CC=C1)OC1=C(C=C(C=C1)CO)[C@H](CCN(C(C)C)C(C)C)C1=CC=CC=C1 ((R)-[4-Benzyloxy-3-(3-diisopropylamino-1-phenylpropyl)-phenyl]-methanol), ( H ), CO (methanol). The reagents and catalysts are [Pd] (Pd/C). Solvent: O (water). Run at time 2 hour. The product is C(C)(C)N(CC[C@H](C1=CC=CC=C1)C1=C(C=CC(=C1)CO)O)C(C)C ((R)-2-(3-diisopropylamino-1-phenylpropyl)-4-hydroxy methyl phenol). Reaction SMILES: C([O:8][C:9]1[CH:14]=[CH:13][C:12]([CH2:15][OH:16])=[CH:11][C:10]=1[C@@H:17]([C:27]1[CH:32]=[CH:31][CH:30]=[CH:29][CH:28]=1)[CH2:18][CH2:19][N:20]([CH:24]([CH3:26])[CH3:25])[CH:21]([CH3:23])[CH3:22])C1C=CC=CC=1.CO.C1(C)C=CC=CC=1>[Pd].O>[CH:24]([N:20]([CH:21]([CH3:23])[CH3:22])[CH2:19][CH2:18][C@@H:17]([C:10]1[CH:11]=[C:12]([CH2:15][OH:16])[CH:13]=[CH:14][C:9]=1[OH:8])[C:27]1[CH:32]=[CH:31][CH:30]=[CH:29][CH:28]=1)([CH3:26])[CH3:25]. Reported procedure: 11 L (R)-[4-Benzyloxy-3-(3-diisopropylamino-1-phenylpropyl)-phenyl]-methanol solution formula (H) and Pd/C (10%, 0.18 Kg) and methanol (30 L) was added in SS autoclave cell at 25° C. to 35° C. and the mixture was hydrogenated with 4 kg pressure at 25° C. to 35° C. for 2 hours. The mixture was then filtered and to the filtrate add 4.1 g sodium borohydride portion wise within 15-30 minutes at 25° C. to 35° C. and stir the reaction mass for 30 minutes. Methanol is distilled out under vacuum below 5... Reactants: N([C@@H](CSSC(C)(C)C)C(=O)O)C(=O)OC(C)(C)C (Boc-Cys(StBu)-OH), C(CCl)Cl (EDC), C=1C=CC2=C(C1)N=NN2O (HOBt), CN1CCOCC1 (NMM), Cl.COC(CN)=O (glycine methyl ester hydrochloride). Solvent: CCOC(=O)C (EtOAc), ClCCl (dichloromethane). Run at time 8 hour. Yields the product dipeptide, N([C@@H](CSSC(C)(C)C)C(=O)NCC(=O)OC)C(=O)OC(C)(C)C (Boc-Cys(StBu)-Gly-OCH3). Yield: 88.7%. RXN SMILES: [NH:1]([C:13]([O:15][C:16]([CH3:19])([CH3:18])[CH3:17])=[O:14])[C@H:2]([C:10]([OH:12])=O)[CH2:3][S:4][S:5][C:6]([CH3:9])([CH3:8])[CH3:7].C(Cl)CCl.C1C=CC2N(O)N=NC=2C=1.CN1CCOCC1.Cl.[CH3:42][O:43][C:44](=[O:47])[CH2:45][NH2:46]>ClCCl.CCOC(C)=O>[NH:1]([C:13]([O:15][C:16]([CH3:19])([CH3:18])[CH3:17])=[O:14])[C@H:2]([C:10]([NH:46][CH2:45][C:44]([O:43][CH3:42])=[O:47])=[O:12])[CH2:3][S:4][S:5][C:6]([CH3:7])([CH3:8])[CH3:9] |f:4.5|. Reported procedure: N-Boc-Cys(StBu)-OH 9 (1.00 g, 3.23 mmol) was dissolved in dry dichloromethane (25 mL) followed by the addition of EDC (0.75 g, 3.87 mmol), HOBt (0.53 g, 3.87 mmol), NMM (1.77 mL, 16.15 mmol) and glycine methyl ester hydrochloride (0.61 g, 4.84 mmol) at 0° C. under argon. The reaction mixture was then allowed to warm to room temperature and stirred overnight. After evaporation of solvent, the residue obtained was taken in EtOAc (35 mL), washed with 20% citric acid solution (2 30 mL), sat. NaHCO3 ... Starting materials: ClCCl, CCOC(C)=O, [Na+], [Na+], O, CCCc1nc(C)n(-c2ccc(OC3CCC(O)C(C)C3)cc2)c(=O)c1Cc1ccc(-c2ccccc2-c2noc(=O)[nH]2)cc1, O=S([O-])([O-])=S. The product is CCCc1nc(C)n(-c2ccc(OC3CCC(=O)C(C)C3)cc2)c(=O)c1Cc1ccc(-c2ccccc2-c2noc(=O)[nH]2)cc1. As a reaction SMILES: [CH2:60]([Cl:61])[Cl:62].[CH3:46][CH2:47][O:48][C:49](=[O:50])[CH3:51].[Na+:58].[Na+:59].[OH2:52].[OH:1][CH:2]1[CH:3]([CH3:45])[CH2:4][CH:5]([O:8][c:9]2[cH:10][cH:11][c:12](-[n:15]3[c:16]([CH3:44])[n:17][c:18]([CH2:41][CH2:42][CH3:43])[c:19]([CH2:22][c:23]4[cH:24][cH:25][c:26](-[c:29]5[c:30](-[c:35]6[n:36][o:37][c:38](=[O:40])[nH:39]6)[cH:31][cH:32][cH:33][cH:34]5)[cH:27][cH:28]4)[c:20]3=[O:21])[cH:13][cH:14]2)[CH2:6][CH2:7]1.[S:53]([O-:54])([O-:55])(=[O:56])=[S:57]>>[O:1]=[C:2]1[CH:3]([CH3:45])[CH2:4][CH:5]([O:8][c:9]2[cH:10][cH:11][c:12](-[n:15]3[c:16]([CH3:44])[n:17][c:18]([CH2:41][CH2:42][CH3:43])[c:19]([CH2:22][c:23]4[cH:24][cH:25][c:26](-[c:29]5[c:30](-[c:35]6[n:36][o:37][c:38](=[O:40])[nH:39]6)[cH:31][cH:32][cH:33][cH:34]5)[cH:27][cH:28]4)[c:20]3=[O:21])[cH:13][cH:14]2)[CH2:6][CH2:7]1.